This data is from the Open Reaction Database (ORD), a public repository of structured organic reaction records. The task is: describe an organic reaction: reactants, conditions, products, and yield The reactants are COC1=C(C=CC=C1)N1C=NC=C1 (1-(2-methoxyphenyl)imidazole), BrCCCCCC (1-bromohexane). The solvent is C1CCOC1 (THF). The product is [Br-].C(CCCCC)N1C=[N+](C=C1)C1=C(C=CC=C1)OC (3-hexyl-1-(2-methoxyphenyl)imidazolium bromide). RXN SMILES: [CH3:1][O:2][C:3]1[CH:8]=[CH:7][CH:6]=[CH:5][C:4]=1[N:9]1[CH:13]=[CH:12][N:11]=[CH:10]1.[Br:14][CH2:15][CH2:16][CH2:17][CH2:18][CH2:19][CH3:20]>C1COCC1>[Br-:14].[CH2:15]([N:11]1[CH:12]=[CH:13][N+:9]([C:4]2[CH:5]=[CH:6][CH:7]=[CH:8][C:3]=2[O:2][CH3:1])=[CH:10]1)[CH2:16][CH2:17][CH2:18][CH2:19][CH3:20] |f:3.4|. Procedure: According to the general synthesis procedure, 10.40 mmol (1,812 g) 1-(2-methoxyphenyl)imidazole and 11.44 mmol (1,889 g, 1.65 ml) 1-bromohexane are dissolved in 5 ml THF and heated for 5 h to 80° C. Starting materials: CCO, BrCC1CC1, COc1ccc(Oc2c(Cl)cc([N+](=O)[O-])cc2Cl)cc1S(=O)O, [Na+], [OH-]. The product is COc1ccc(Oc2c(Cl)cc([N+](=O)[O-])cc2Cl)cc1S(=O)(=O)CC1CC1. As a reaction SMILES: [CH3:31][CH2:32][OH:33].[CH:26]1([CH2:29][Br:30])[CH2:27][CH2:28]1.[Cl:1][c:2]1[c:3]([O:4][c:5]2[cH:6][cH:7][c:8]([O:14][CH3:15])[c:9]([S:11](=[O:12])[OH:13])[cH:10]2)[c:16]([Cl:23])[cH:17][c:18]([N+:20](=[O:21])[O-:22])[cH:19]1.[Na+:25].[OH-:24]>>[Cl:1][c:2]1[c:3]([O:4][c:5]2[cH:6][cH:7][c:8]([O:14][CH3:15])[c:9]([S:11](=[O:12])(=[O:13])[CH2:29][CH:26]3[CH2:27][CH2:28]3)[cH:10]2)[c:16]([Cl:23])[cH:17][c:18]([N+:20](=[O:21])[O-:22])[cH:19]1. Starting materials: COC1=CC=C(CNC=2SC(=C(N2)C)C2=NC(=NC=C2)N2CCOCC2)C=C1 ((4-methoxy-benzyl)-[4-methyl-5-(2-morpholin-4-yl-pyrimidin-4-yl)-thiazol-2-yl]-amine). The solvent is FC(C(=O)O)(F)F.O (trifluoroacetic acid water). Conditions: temperature 75 celsius. Yields the product CC=1N=C(SC1C1=NC(=NC=C1)N1CCOCC1)N (4-Methyl-5-(2-morpholin-4-yl-pyrimidin-4-yl)-thiazol-2-ylamine). RXN SMILES: COC1C=CC(C[NH:8][C:9]2[S:10][C:11]([C:15]3[CH:20]=[CH:19][N:18]=[C:17]([N:21]4[CH2:26][CH2:25][O:24][CH2:23][CH2:22]4)[N:16]=3)=[C:12]([CH3:14])[N:13]=2)=CC=1>FC(F)(F)C(O)=O.O>[CH3:14][C:12]1[N:13]=[C:9]([NH2:8])[S:10][C:11]=1[C:15]1[CH:20]=[CH:19][N:18]=[C:17]([N:21]2[CH2:26][CH2:25][O:24][CH2:23][CH2:22]2)[N:16]=1 |f:1.2|. Procedure: A solution comprising (4-methoxy-benzyl)-[4-methyl-5-(2-morpholin-4-yl-pyrimidin-4-yl)-thiazol-2-yl]-amine (25c) (0.45 g, 1.13 mmol) in trifluoroacetic acid:water (95:5) (10 ml) is heated at 75° C. for days. The solvent is removed in vacuo and the crude residue is dissolved in ethyl acetate. The pH is adjusted to pH12 using 2N sodium hydroxide and the layers are separated. The aqueous layer is extracted with ethyl acetate (2×30 ml). The organic portions are combined and washed with brine (50 ml)... Reactants: Ar-H, [N+](=O)([O-])C1=CC=C(C(=O)Cl)C=C1 (p-Nitrobenzoyl chloride), OC[C@@H]1SC[C@H](S1)O (trans-2-hydroxymethyl-4-hydroxy-1,3-dithiolane), O (water). Run in N1=CC=CC=C1 (pyridine). Conditions: time 18 hour. Product: [N+](=O)([O-])C1=CC=C(C(=O)OC[C@@H]2SC[C@H](S2)OC(C2=CC=C(C=C2)[N+](=O)[O-])=O)C=C1 (TRANS 2-p-NITROBENZOYLOXYMETHYL-4-p-NITROBENZOYLOXY-1,3-DITHIOLANE). Reaction SMILES: [N+:1]([C:4]1[CH:12]=[CH:11][C:7]([C:8](Cl)=[O:9])=[CH:6][CH:5]=1)([O-:3])=[O:2].[OH:13][CH2:14][C@H:15]1[S:19][C@H:18]([OH:20])[CH2:17][S:16]1.[OH2:21]>N1C=CC=CC=1>[N+:1]([C:4]1[CH:12]=[CH:11][C:7]([C:8]([O:13][CH2:14][C@H:15]2[S:19][C@H:18]([O:20][C:8](=[O:9])[C:7]3[CH:11]=[CH:12][C:4]([N+:1]([O-:2])=[O:21])=[CH:5][CH:6]=3)[CH2:17][S:16]2)=[O:9])=[CH:6][CH:5]=1)([O-:3])=[O:2]. Procedure details: p-Nitrobenzoyl chloride (4.72 g, 25.42 mmol) was added to a solution of cis and trans-2-hydroxymethyl-4-hydroxy-1,3-dithiolane (1.38 g, 9.08 mmol) in dry pyridine (50 mL) at 0° C. the reaction mixture was then placed in the refrigerator for 18 h. The reaction mixture was then poured into water and extracted with methylene chloride (3X). The combined organic extracts were washed with water, brine, dried and concentrated to give a yellow solid, 3.68 g (90%). 1H NMR (CDCl3) (300 MHz) δ: (8.27 (m, 8... The reactants are C1(CCCCC1)[C@](C(=O)O)(C1=CC=CC=C1)O ((R)-cyclohexyl-hydroxy-phenyl-acetic acid), C(C)(C)(C)[C@@H]1O[C@@](C(O1)=O)(C1=CC=CC=C1)C1(CCCC1)O ((2R,5S)-2-tert-butyl-5-(1-hydroxy-cyclopentyl)-5-phenyl-[1,3]dioxolan-4-one). Product: C1(CCCC1)[C@](C(=O)O)(C1=CC=CC=C1)O ((R)-Cyclopentyl-hydroxy-phenyl-acetic acid). As a reaction SMILES: [CH:1]1([C@@:7]([OH:17])([C:11]2[CH:16]=[CH:15][CH:14]=[CH:13][CH:12]=2)[C:8]([OH:10])=[O:9])[CH2:6][CH2:5][CH2:4][CH2:3]C1.C([C@H]1OC(=O)[C@@](C2(O)CCCC2)(C2C=CC=CC=2)O1)(C)(C)C>>[CH:1]1([C@@:7]([OH:17])([C:11]2[CH:12]=[CH:13][CH:14]=[CH:15][CH:16]=2)[C:8]([OH:10])=[O:9])[CH2:3][CH2:4][CH2:5][CH2:6]1. Procedure details: This compound is prepared analogously to (R)-cyclohexyl-hydroxy-phenyl-acetic acid (Intermediate Siv) by replacing (2R,5S)-2-tert-butyl-5-(1-hydroxy-cyclohexyl)-5-phenyl-[1,3]dioxolan-4-one (step Siii) with (2R,5S)-2-tert-butyl-5-(1-hydroxy-cyclopentyl)-5-phenyl-[1,3]dioxolan-4-one.